Dataset: the Open Reaction Database (ORD), a public repository of structured organic reaction records. Task: describe an organic reaction: reactants, conditions, products, and yield Reactants: CCOC(C)=O, ClC(Cl)Cl, CC(C)(C)OC(=O)N(CCCNS(=O)(=O)C(F)(F)F)Cc1cccc2ncc(C(=O)C(Cl)(Cl)Cl)n12, C[Si](C)(C)I, [Na+], O=C([O-])O. Yields the product O=C1c2cnc3cccc(n23)CN1CCCNS(=O)(=O)C(F)(F)F. Reaction SMILES: [CH3:46][CH2:47][O:48][C:49](=[O:50])[CH3:51].[CH:52]([Cl:53])([Cl:54])[Cl:55].[Cl:1][C:2]([Cl:3])([Cl:4])[C:29]([c:5]1[cH:6][n:7][c:8]2[n:9]1[c:10]([CH2:14][N:15]([CH2:16][CH2:17][CH2:18][NH:19][S:20](=[O:21])(=[O:22])[C:23]([F:24])([F:25])[F:26])[C:27](=[O:28])[O:30][C:31]([CH3:32])([CH3:33])[CH3:34])[cH:11][cH:12][cH:13]2)=[O:35].[I:36][Si:37]([CH3:38])([CH3:39])[CH3:40].[Na+:41].[OH:42][C:43](=[O:44])[O-:45]>>[c:5]12[cH:6][n:7][c:8]3[n:9]1[c:10]([cH:11][cH:12][cH:13]3)[CH2:14][N:15]([CH2:16][CH2:17][CH2:18][NH:19][S:20](=[O:21])(=[O:22])[C:23]([F:24])([F:25])[F:26])[C:27]2=[O:28]. Starting materials: ClC1=NC(=NC2=CC=CC=C12)C(=O)OCC (ethyl 4-chloroquinazoline-2-carboxylate), COC1=CC=C(C=C1)NC ((4-methoxy-phenyl)-methylamine). Yields the product COC1=CC=C(C=C1)N(C)C1=NC(=NC2=CC=CC=C12)C(=O)OCC (Ethyl 4-(N-(4-Methoxy-phenyl)-N-methylamino)quinazoline-2-carboxylate). Reaction SMILES: Cl[C:2]1[C:11]2[C:6](=[CH:7][CH:8]=[CH:9][CH:10]=2)[N:5]=[C:4]([C:12]([O:14][CH2:15][CH3:16])=[O:13])[N:3]=1.[CH3:17][O:18][C:19]1[CH:24]=[CH:23][C:22]([NH:25][CH3:26])=[CH:21][CH:20]=1>>[CH3:17][O:18][C:19]1[CH:24]=[CH:23][C:22]([N:25]([C:2]2[C:11]3[C:6](=[CH:7][CH:8]=[CH:9][CH:10]=3)[N:5]=[C:4]([C:12]([O:14][CH2:15][CH3:16])=[O:13])[N:3]=2)[CH3:26])=[CH:21][CH:20]=1. Reported procedure: The title compound was prepared from ethyl 4-chloroquinazoline-2-carboxylate and (4-methoxy-phenyl)-methylamine by using the procedure described for example 1b. 1H NMR (CDCl3): 7.98-8.02 (m, 1H), 7.61 (ddd, J=1H, 8.1, 6.9, 1.5), 7.08-7.17 (m, 3H), 7.01-7.05 (m, 1H), 6.91-6.96 (m, 2H), 4.56 (q, J=2H, 7.2), 3.84 (s, 3H), 3.71 (s, 3H), 1.50 (t, J=2H, 7.2).